This data is from the Open Reaction Database (ORD), a public repository of structured organic reaction records. The task is: describe an organic reaction: reactants, conditions, products, and yield Reactants: Brc1cnc2[nH]cc(I)c2c1, CO, ClCCl, [Na+], [OH-], O=S(=O)(Cl)c1ccccc1. The product is O=S(=O)(c1ccccc1)n1cc(I)c2cc(Br)cnc21. As a reaction SMILES: [Br:1][c:2]1[cH:3][c:4]2[c:5]([n:6][cH:7]1)[nH:8][cH:9][c:10]2[I:11].[CH3:24][OH:25].[Cl:26][CH2:27][Cl:28].[Na+:23].[OH-:22].[c:12]1([S:18](=[O:19])(=[O:20])[Cl:21])[cH:13][cH:14][cH:15][cH:16][cH:17]1>>[Br:1][c:2]1[cH:3][c:4]2[c:5]([n:6][cH:7]1)[n:8]([S:18]([c:12]1[cH:13][cH:14][cH:15][cH:16][cH:17]1)(=[O:19])=[O:20])[cH:9][c:10]2[I:11]. Reactants: CNC(=O)C(CC(C)C)NC(=O)c1nc(Br)n2c1CN(C)CCC2, CC(C)CC(N)C(=O)O, [NH2-]. Product: CC(C)CC(NC(=O)c1nc(Br)n2c1CN(C)CCC2)C(N)=O. As a reaction SMILES: [Br:1][c:2]1[n:3][c:4]([C:13](=[O:14])[NH:15][CH:16]([C:17](=[O:18])[NH:19][CH3:20])[CH2:21][CH:22]([CH3:23])[CH3:24])[c:5]2[n:6]1[CH2:7][CH2:8][CH2:9][N:10]([CH3:12])[CH2:11]2.[CH3:25][CH:26]([CH2:27][CH:28]([C:29](=[O:30])[OH:31])[NH2:32])[CH3:33].[NH2-:34]>>[Br:1][c:2]1[n:3][c:4]([C:13](=[O:14])[NH:15][CH:16]([C:17](=[O:18])[NH2:19])[CH2:21][CH:22]([CH3:23])[CH3:24])[c:5]2[n:6]1[CH2:7][CH2:8][CH2:9][N:10]([CH3:12])[CH2:11]2. The reactants are C(C)(=O)N1CCC(CC1)C1=CC=C(COC2=C(C=C(C=C2)C)C2=CC=CC(=N2)N2N=CC(=C2C(F)(F)F)C(=O)O)C=C1 (1-(6-(2-((4-(1-Acetylpiperidin-4-yl)benzyl)oxy)-5-methylphenyl)pyridin-2-yl)-5-(trifluoromethyl)-1H-pyrazole-4-carboxylic acid), [OH-].[Li+] (lithium hydroxide), O1CCOCC1 (dioxane), Cl (HCl). The solvent is C(C)#N (acetonitrile). Run at time 18 hour. The product is C(=O)(C(F)(F)F)O (TFA), C(C)(=O)N1CCC(CC1)C1=CC=C(COC2=C(C=C(C=C2)C)C2=CC=CC(=N2)N2N=CC(=C2C(F)(F)F)C(=O)O)C=C1 (1-(6-(2-((4-(1-Acetylpiperidin-4-yl)benzyl)oxy)-5-methylphenyl)pyridin-2-yl)-5-(trifluoromethyl)-1H-pyrazole-4-carboxylic acid). RXN SMILES: [C:1]([N:4]1[CH2:9][CH2:8][CH:7]([C:10]2[CH:42]=[CH:41][C:13]([CH2:14][O:15][C:16]3[CH:21]=[CH:20][C:19]([CH3:22])=[CH:18][C:17]=3[C:23]3[N:28]=[C:27]([N:29]4[C:33]([C:34]([F:37])([F:36])[F:35])=[C:32]([C:38]([OH:40])=[O:39])[CH:31]=[N:30]4)[CH:26]=[CH:25][CH:24]=3)=[CH:12][CH:11]=2)[CH2:6][CH2:5]1)(=[O:3])[CH3:2].[OH-:43].[Li+].Cl.[O:46]1CCOCC1>C(#N)C>[C:33]([OH:46])([C:34]([F:37])([F:36])[F:35])=[O:43].[C:1]([N:4]1[CH2:9][CH2:8][CH:7]([C:10]2[CH:42]=[CH:41][C:13]([CH2:14][O:15][C:16]3[CH:21]=[CH:20][C:19]([CH3:22])=[CH:18][C:17]=3[C:23]3[N:28]=[C:27]([N:29]4[C:33]([C:34]([F:35])([F:37])[F:36])=[C:32]([C:38]([OH:40])=[O:39])[CH:31]=[N:30]4)[CH:26]=[CH:25][CH:24]=3)=[CH:12][CH:11]=2)[CH2:6][CH2:5]1)(=[O:3])[CH3:2] |f:1.2|. Procedure details: To a solution of the title compound from Example 12 Step F (24 mg, 0.035 mmol) in DCM (1 mL) were added DIEA (62 μL, 0.35 mmol) and acetyl chloride (8.3 mg, 0.104 mmol), and the resulting mixture was allowed to stir at room temperature. After 18 h, the reaction mixture was quenched by addition of sat aq NaHCO3 and the aqueous phase was extracted with DCM. The organic phase was separated and concentrated in vacuo to provide the crude amide, which was used without further purification: LCMS m/z 60... Reactants: Cl.COC(CCN)=O (β-alanine methyl ester hydrochloride), P(=O)(OCC)(OCC)C#N (diethyl cyanophosphate), O1CCCC1 (tetrahydrofuran), mixture, S1SC(CC1)CCC(=O)O (3-(1,2-dithiolan-3-yl)propionic acid). The solvent is C(C)N(CC)CC (triethylamine), C(C)(=O)OCC (ethyl acetate), CN(C=O)C (dimethylformamide). Yields the product S1SC(CC1)CCC(=O)NCCC(=O)OC (Methyl 3-[3-(1,2-dithiolan-3-yl)propionylamino]propionate). Yield: 3.5%. RXN SMILES: O1CCCC1.[S:6]1[CH2:10][CH2:9][CH:8]([CH2:11][CH2:12][C:13]([OH:15])=O)[S:7]1.Cl.[CH3:17][O:18][C:19](=[O:23])[CH2:20][CH2:21][NH2:22].P(C#N)(OCC)(OCC)=O>C(OCC)(=O)C.CN(C)C=O.C(N(CC)CC)C>[S:6]1[CH2:10][CH2:9][CH:8]([CH2:11][CH2:12][C:13]([NH:22][CH2:21][CH2:20][C:19]([O:18][CH3:17])=[O:23])=[O:15])[S:7]1 |f:2.3|. Reported procedure: 5 ml of anhydrous tetrahydrofuran were added to 6 ml of a mixture of 2.5 mmol of 3-(1,2-dithiolan-3-yl)propionic acid in a mixture of ethyl acetate and dimethylformamide. 0.6 ml of triethylamine, 349 mg of β-alanine methyl ester hydrochloride and 0.38 ml of diethyl cyanophosphate were added to the reaction solution, whilst ice-cooling, and the resulting mixture was stirred, whilst ice-cooling for 1 hour. At the end of this time, the reaction mixture was stirred at room temperature for 30 minutes... Reactants: N1(N=CC=C1)C1=CC=C(CC=2C(=NC3=CC=C(C=C3C2Cl)C(O)(C2=CN=CN2C)C2=CC=C(C=C2)Cl)Cl)C=C1 ((3-(4-(1H-Pyrazol-1-yl)benzyl)-2,4-dichloroquinolin-6-yl)(4-chlorophenyl)(1-methyl-1H-imidazol-5-yl)methanol), N1(N=CC=C1)C1=CC=C(CC=2C(=NC3=CC=C(C=C3C2Cl)C(O)(C2=CN=CN2C)C2=CC=C(C=C2)Cl)Cl)C=C1 ((3-(4-(1H-Pyrazol-1-yl)benzyl)-2,4-dichloroquinolin-6-yl)(4-chlorophenyl)(1-methyl-1H-imidazol-5-yl)methanol), N1CCC1 (azetidine). Run in CN(C)C=O (DMF). Reaction conditions: temperature 100 celsius. Yields the product N1(CCC1)C1=NC2=CC=C(C=C2C(=C1CC1=CC=C(C=C1)N1N=CC=C1)Cl)C(O)(C1=CN=CN1C)C1=CC=C(C=C1)Cl ({2-Azetidin-1-yl-4-chloro-3-[4-(1H-pyrazol-1-yl)benzyl]quinolin-6-yl}(4-chlorophenyl)(1-methyl-1H-imidazol-5-yl)methanol). As a reaction SMILES: [N:1]1([C:6]2[CH:39]=[CH:38][C:9]([CH2:10][C:11]3[C:12](Cl)=[N:13][C:14]4[C:19]([C:20]=3[Cl:21])=[CH:18][C:17]([C:22]([C:30]3[CH:35]=[CH:34][C:33]([Cl:36])=[CH:32][CH:31]=3)([C:24]3[N:28]([CH3:29])[CH:27]=[N:26][CH:25]=3)[OH:23])=[CH:16][CH:15]=4)=[CH:8][CH:7]=2)[CH:5]=[CH:4][CH:3]=[N:2]1.[NH:40]1[CH2:43][CH2:42][CH2:41]1>CN(C=O)C>[N:40]1([C:12]2[C:11]([CH2:10][C:9]3[CH:38]=[CH:39][C:6]([N:1]4[CH:5]=[CH:4][CH:3]=[N:2]4)=[CH:7][CH:8]=3)=[C:20]([Cl:21])[C:19]3[C:14](=[CH:15][CH:16]=[C:17]([C:22]([C:30]4[CH:31]=[CH:32][C:33]([Cl:36])=[CH:34][CH:35]=4)([C:24]4[N:28]([CH3:29])[CH:27]=[N:26][CH:25]=4)[OH:23])[CH:18]=3)[N:13]=2)[CH2:43][CH2:42][CH2:41]1. Procedure details: (3-(4-(1H-Pyrazol-1-yl)benzyl)-2,4-dichloroquinolin-6-yl)(4-chlorophenyl)(1-methyl-1H-imidazol-5-yl)methanol (200 mg, 0.348 mmol, Intermediate 64), azetidine (199 mg, 3.48 mmol), and DMF (2 mL) were combined in a reaction tube, then sealed and heated to 100° C. and maintained at that temperature for 24 hours. The vessel was then cooled to room temperature and the solvent was removed by reduced pressure distillation. The residue was taken up into EtOAc, transferred to a separatory funnel and extr... Reactants: N=1OC(=C2C1C=CC=C2)C2=CC=C(C=C2)CC#N (4-(2,1-benzisoxazol-3-yl)benzeneacetonitrile), [OH-].[Na+] (sodium hydroxide), O (water). The solvent is C(C)O (ethanol). The product is N=1OC(=C2C1C=CC=C2)C2=CC=C(C=C2)CC(=O)O (4-(2,1-Benzisoxazol-3-yl)benzeneacetic acid). Yield: 54.0%. Reaction SMILES: [N:1]1[O:2][C:3]([C:10]2[CH:15]=[CH:14][C:13]([CH2:16][C:17]#N)=[CH:12][CH:11]=2)=[C:4]2[CH:9]=[CH:8][CH:7]=[CH:6][C:5]=12.[OH2:19].[OH-:20].[Na+]>C(O)C>[N:1]1[O:2][C:3]([C:10]2[CH:15]=[CH:14][C:13]([CH2:16][C:17]([OH:20])=[O:19])=[CH:12][CH:11]=2)=[C:4]2[CH:9]=[CH:8][CH:7]=[CH:6][C:5]=12 |f:2.3|. Reported procedure: A solution of 3.6 g (0.015 mole) of 4-(2,1-benzisoxazol-3-yl)benzeneacetonitrile in 75 ml of ethanol and 10 ml of 20% sodium hydroxide was heated at reflux under a nitrogen atmosphere overnight. The dark solution was cooled and poured into 600 ml of water. The solution was filtered and the filtrate was treated with charcoal. The mixture was filtered through Celite and the filtrate pH was adjusted to 7. The mixture was again filtered and the filtrate was made acidic with concentrated hydrochloric... The reactants are IC=1C=C(C=CC1)S(=O)(=O)Cl (3-iodo-benzenesulfonyl chloride), CC=1C(=NC=CC1)N (3-methyl-2-pyridinamine), Cl (hydrochloric acid). Solvent: C(C(C)C)C(=O)C (isobutylmethylketone). Reaction conditions: time 8 hour. Product: IC=1C=C(C=CC1)S(=O)(=O)NC1=NC=CC=C1C (3-Iodo-N-(3-methyl-2-pyridinyl)benzenesulfonamide). Reaction SMILES: [CH3:1][C:2]1[C:3]([NH2:8])=[N:4][CH:5]=[CH:6][CH:7]=1.[I:9][C:10]1[CH:11]=[C:12]([S:16](Cl)(=[O:18])=[O:17])[CH:13]=[CH:14][CH:15]=1.Cl>C(C(C)=O)C(C)C>[I:9][C:10]1[CH:11]=[C:12]([S:16]([NH:8][C:3]2[C:2]([CH3:1])=[CH:7][CH:6]=[CH:5][N:4]=2)(=[O:18])=[O:17])[CH:13]=[CH:14][CH:15]=1. Reported procedure: 32.4 g 3-methyl-2-pyridinamine (32.4 g, 0.3 mol) was dissolved in isobutylmethylketone (200 ml) and 3-iodo-benzenesulfonyl chloride (30.2 g, 0.1 mol) was added with stirring. The solution was kept at 40° C. for 8 h and then added to dilute hydrochloric acid. The precipitate was filtered off and the organic phase was separated and evaporated. The residue was combined with the first solid material and recrystallized from ethanol. The crystals were dissolved in 1M sodium hydroxide (about 200? ml) a... Product: CC=1C=C2CCN(C(C2=CC1[N+](=O)[O-])=O)C=1C=NC=CC1C(F)(F)F (6-methyl-7-nitro-2-(4-(trifluoromethyl)pyridin-3-yl)-3,4-dihydroisoquinolin-1(2H)-one). Procedure: 6-Methyl-2-(4-(trifluoromethyl)pyridin-3-yl)-3,4-dihydroisoquinolin-1(2H)-one (71A: 450 mg, 1.465 mmol) was reacted with concentrated H2SO4 (4.4 mL) and KNO3 (163 mg, 1.6126 mmol) for 2 hours to afford 350 mg of the product (68% yield). Reactants: CC=1C=C2CCN(C(C2=CC1)=O)C=1C=NC=CC1C(F)(F)F (6-methyl-2-(4-(trifluoromethyl)pyridin-3-yl)-3,4-dihydroisoquinolin-1(2H)-one), OS(=O)(=O)O (H2SO4), [N+](=O)([O-])[O-].[K+] (KNO3). RXN SMILES: [CH3:1][C:2]1[CH:3]=[C:4]2[C:9](=[CH:10][CH:11]=1)[C:8](=[O:12])[N:7]([C:13]1[CH:14]=[N:15][CH:16]=[CH:17][C:18]=1[C:19]([F:22])([F:21])[F:20])[CH2:6][CH2:5]2.OS(O)(=O)=O.[N+:28]([O-])([O-:30])=[O:29].[K+]>>[CH3:1][C:2]1[CH:3]=[C:4]2[C:9](=[CH:10][C:11]=1[N+:28]([O-:30])=[O:29])[C:8](=[O:12])[N:7]([C:13]1[CH:14]=[N:15][CH:16]=[CH:17][C:18]=1[C:19]([F:20])([F:22])[F:21])[CH2:6][CH2:5]2 |f:2.3|. Isolated yield 68.0%. Reactants: NC1=C2NC(N(C2=NC(=N1)C1=NN(C2=NC=CC=C21)CC2=C(C=CC=C2)F)CC(F)(F)F)=O (6-Amino-2-[1-(2-fluorobenzyl)-1H-pyrazolo[3,4-b]pyridin-3-yl]-9-(2,2,2-trifluoroethyl)-7,9-dihydro-8H-purin-8-one), CCN(CC)P1(=NC(C)(C)C)N(CCCN1C)C (BEMP), IC (iodomethane). Solvent: CN(C=O)C (dimethylformamide), CN(C=O)C (dimethylformamide). Reaction conditions: temperature 0 celsius, time 20 minute. The product is NC1=C2N(C(N(C2=NC(=N1)C1=NN(C2=NC=CC=C21)CC2=C(C=CC=C2)F)CC(F)(F)F)=O)C (6-Amino-2-[1-(2-fluorobenzyl)-1H-pyrazolo[3,4-b]pyridin-3-yl]-7-methyl-9-(2,2,2-trifluoroethyl)-7,9-dihydro-8H-purin-8-one). The yield is 36.3%. As a reaction SMILES: [NH2:1][C:2]1[N:10]=[C:9]([C:11]2[C:19]3[C:14](=[N:15][CH:16]=[CH:17][CH:18]=3)[N:13]([CH2:20][C:21]3[CH:26]=[CH:25][CH:24]=[CH:23][C:22]=3[F:27])[N:12]=2)[N:8]=[C:7]2[C:3]=1[NH:4][C:5](=[O:33])[N:6]2[CH2:28][C:29]([F:32])([F:31])[F:30].[CH3:34]CN(P1(N(C)CCCN1C)=NC(C)(C)C)CC.IC>CN(C)C=O>[NH2:1][C:2]1[N:10]=[C:9]([C:11]2[C:19]3[C:14](=[N:15][CH:16]=[CH:17][CH:18]=3)[N:13]([CH2:20][C:21]3[CH:26]=[CH:25][CH:24]=[CH:23][C:22]=3[F:27])[N:12]=2)[N:8]=[C:7]2[C:3]=1[N:4]([CH3:34])[C:5](=[O:33])[N:6]2[CH2:28][C:29]([F:32])([F:31])[F:30]. Procedure: 80 mg (0.175 mmol) of the compound from example 36 and 48 mg (0.175 mmol) of BEMP were initially charged in 10 ml of dimethylformamide, and a solution of 25 mg (0.175 mmol) of iodomethane in 2 ml of dimethylformamide was added dropwise at 0° C. within 10 min. The mixture was stirred at 0° C. for 20 min. Subsequently, the reaction solution was concentrated under reduced pressure and the residue was purified by means of preparative HPLC (eluent: methanol/water, gradient 30:70→90:10). 30 mg of the ...